Dataset: the Open Reaction Database (ORD), a public repository of structured organic reaction records. Task: describe an organic reaction: reactants, conditions, products, and yield Reactants: N(C)C ((CH3)2NH), amines, CN(C)C.C(C)NC(=O)B (Trimethylamine (Ethylcarbamoyl)borane), CCCCC (pentane). The solvent is C(Cl)Cl (CH2Cl2). Conditions: temperature 0 celsius. Yields the product CNC.C(C)NC(=O)B (Dimethylamine (Ethylcarbamoyl)borane). Reaction SMILES: [NH:1]([CH3:3])[CH3:2].CN(C)C.[CH2:8]([NH:10][C:11]([BH2:13])=[O:12])[CH3:9].CCCCC>C(Cl)Cl>[CH3:2][NH:1][CH3:3].[CH2:8]([NH:10][C:11]([BH2:13])=[O:12])[CH3:9] |f:1.2,5.6|. Procedure details: Anhydrous (CH3)2NH (50 g, 1.1 mol) was cooled to 0° C. and poured into the glass pressure vessel containing 1 (14.38 g, 0.1 mol) kept at 0° C. The vessel was assembled and kept at room temperature for 81/2 days with occasional shaking each day. The reaction vessel was then cooled to 0° C. and slowly opened. To this solution was added ca. 8 mL of pentane, and the volatile amines were allowed to evaporate off. The remaining amines and solvent were removed by rotary evaporation. A pale yellow liqui... The reactants are ClC1=C2C=CC=NC2=C(C=C1)O (5-chloro-8-hydroxyquinoline), C[Si](C)(C)[N-][Si](C)(C)C.[Li+] (lithium bis(trimethylsilyl)amide), C1(=CC=CC=C1)NC1=CC=CC=C1 (diphenylamine), C(C)(C)(C)P(C(C)(C)C)C(C)(C)C (tri-t-butylphosphine). Reagents/catalysts: C=1C=CC(=CC1)/C=C/C(=O)/C=C/C2=CC=CC=C2.C=1C=CC(=CC1)/C=C/C(=O)/C=C/C2=CC=CC=C2.C=1C=CC(=CC1)/C=C/C(=O)/C=C/C2=CC=CC=C2.[Pd].[Pd] (Pd2DBA3). Run in O1CCOCC1.C1(=CC=CC=C1)C (dioxane toluene). The product is N1=CC=CC2=CC=CC=C12 (Quinoline). Reaction SMILES: Cl[C:2]1[CH:11]=[CH:10][C:9](O)=[C:8]2[C:3]=1[CH:4]=[CH:5][CH:6]=[N:7]2.C1(NC2C=CC=CC=2)C=CC=CC=1.C(P(C(C)(C)C)C(C)(C)C)(C)(C)C.C[Si]([N-][Si](C)(C)C)(C)C.[Li+]>C1C=CC(/C=C/C(/C=C/C2C=CC=CC=2)=O)=CC=1.C1C=CC(/C=C/C(/C=C/C2C=CC=CC=2)=O)=CC=1.C1C=CC(/C=C/C(/C=C/C2C=CC=CC=2)=O)=CC=1.[Pd].[Pd].O1CCOCC1.C1(C)C=CC=CC=1>[N:7]1[C:8]2[C:3](=[CH:2][CH:11]=[CH:10][CH:9]=2)[CH:4]=[CH:5][CH:6]=1 |f:3.4,5.6.7.8.9,10.11|. Reported procedure: 8.98 g, 0.05 mol of 5-chloro-8-hydroxyquinoline (Aldrich), 10.15 g, 0.06 mol of diphenylamine, 350 mL of 1:1 dioxane/toluene, 0.917 g, 0.001 mol Pd2DBA3, 0.4350 g, 0.0021 mol of tri-t-butylphosphine, and 18.42 g, 0.11 mol lithium bis(trimethylsilyl)amide were combined and refluxed together for a total of 180 hrs. The mixture was cooled to room temperature and filtered through celite with dichloromethane rinses. The mixture was partially evaporated and the organic layer was washed with 1N HCl the...